This data is from the Open Reaction Database (ORD), a public repository of structured organic reaction records. The task is: describe an organic reaction: reactants, conditions, products, and yield The reactants are C([O-])([O-])=O.[K+].[K+] (Potassium carbonate), C(C)OC(C(CC1=CC=C(C=C1)O)(C)OC1=C(C=CC=C1)OC)=O (3-(4-Hydroxy-phenyl)-2-(2-methoxy-phenoxy)-2-methyl-propionic acid ethyl ester), C1(=CC=C(C=C1)C=1OC(=C(N1)CCOS(=O)(=O)C1=CC=C(C=C1)C)C)C1=CC=CC=C1 (toluene-4-sulfonic acid 2-(2-biphenyl-4-yl-5-methyl-oxazol-4-yl)-ethyl ester), resultant mixture, [OH-].[Na+] (NaOH). The solvent is 4A, C(C)O (ethanol), C(C)O (ethanol). Product: C1(=CC=C(C=C1)C=1OC(=C(N1)CCOC1=CC=C(C=C1)CC(C(=O)O)(C)OC1=C(C=CC=C1)OC)C)C1=CC=CC=C1 (3-{4-[2-(2-Biphenyl-4-yl-5-methyl-oxazol-4-yl)-ethoxy]-phenyl}-2-(2-methoxy-phenoxy)-2-methyl-propionic acid). RXN SMILES: C(=O)([O-])[O-].[K+].[K+].C([O:9][C:10](=[O:30])[C:11]([O:21][C:22]1[CH:27]=[CH:26][CH:25]=[CH:24][C:23]=1[O:28][CH3:29])([CH3:20])[CH2:12][C:13]1[CH:18]=[CH:17][C:16]([OH:19])=[CH:15][CH:14]=1)C.[C:31]1([C:56]2[CH:61]=[CH:60][CH:59]=[CH:58][CH:57]=2)[CH:36]=[CH:35][C:34]([C:37]2[O:38][C:39]([CH3:55])=[C:40]([CH2:42][CH2:43]OS(C3C=CC(C)=CC=3)(=O)=O)[N:41]=2)=[CH:33][CH:32]=1.[OH-].[Na+]>C(O)C>[C:31]1([C:56]2[CH:57]=[CH:58][CH:59]=[CH:60][CH:61]=2)[CH:36]=[CH:35][C:34]([C:37]2[O:38][C:39]([CH3:55])=[C:40]([CH2:42][CH2:43][O:19][C:16]3[CH:15]=[CH:14][C:13]([CH2:12][C:11]([O:21][C:22]4[CH:27]=[CH:26][CH:25]=[CH:24][C:23]=4[O:28][CH3:29])([CH3:20])[C:10]([OH:9])=[O:30])=[CH:18][CH:17]=3)[N:41]=2)=[CH:33][CH:32]=1 |f:0.1.2,5.6|. Procedure: Potassium carbonate (0.048 g, 0.35 mmol) was added to a solution of 3-(4-Hydroxy-phenyl)-2-(2-methoxy-phenoxy)-2-methyl-propionic acid ethyl ester and toluene-4-sulfonic acid 2-(2-biphenyl-4-yl-5-methyl-oxazol-4-yl)-ethyl ester in 4A sieve-dried ethanol (2 mL). The resultant mixture was stirred at 80° C. under an atmosphere of nitrogen for 18 h, then diluted with ethanol (2 mL). 5N NaOH (0.5 mL) was added, then the reaction mixture was refluxed for 2 h. The reaction mixture was concentrated in v... The reactants are FC(C1=CC=C(OC2=CC=C(/C(=N/O)/N)C=C2)C=C1)(F)F ((Z)-4-(4-(Trifluoromethyl)phenoxy)-N′-hydroxybenzamidine), [F-].C(CCC)[N+](CCCC)(CCCC)CCCC (tetrabutylammonium fluoride). Solvent: C1CCOC1 (THF). Conditions: time 40 minute. The product is FC(C1=CC=C(OC2=CC=C(C=C2)C2=NOC(=N2)C)C=C1)(F)F (3-(4-(4-(trifluoromethyl)phenoxy)phenyl)-5-methyl-1,2,4-oxadiazole). The yield is 12.2%. Reaction SMILES: [F:1][C:2]([F:21])([F:20])[C:3]1[CH:19]=[CH:18][C:6]([O:7][C:8]2[CH:17]=[CH:16][C:11](/[C:12](/[NH2:15])=[N:13]/[OH:14])=[CH:10][CH:9]=2)=[CH:5][CH:4]=1.[F-].[CH2:23]([N+](CCCC)(CCCC)CCCC)[CH2:24]CC>C1COCC1>[F:1][C:2]([F:20])([F:21])[C:3]1[CH:19]=[CH:18][C:6]([O:7][C:8]2[CH:17]=[CH:16][C:11]([C:12]3[N:15]=[C:23]([CH3:24])[O:14][N:13]=3)=[CH:10][CH:9]=2)=[CH:5][CH:4]=1 |f:1.2|. Procedure details: (Z)-4-(4-(Trifluoromethyl)phenoxy)-N′-hydroxybenzamidine (79 mg, 0.23 mmol) was placed under nitrogen and THF was added. Then tetrabutylammonium fluoride (67 μL, 0.23 mmol) was added dropwise and the solution was stirred at room temperature for 92 hours 40 minutes. The product was purified by column chromatography over silica gel (EtOAc/Hex 1:12) to give a white solid (9.0 mg, 12%). 1H NMR (500 MHz, CDCL3) δ(ppm): 2.66 (3H, s), 7.11-7.14 (4H, m), 7.62 (2H, d, J=8.4 Hz), 8.08 (2H, d, J=9.0 Hz). 1... Reactants: BrBr (bromine), ClC1=C(C=CC(=C1)F)OC=1C(=NN(C1)C)C (4-(2-chloro-4-fluorophenyoxy)-1,3-dimethyl-1H-pyrazole), ClC1=C(OC=2C(=NN(C2)C)C)C=CC(=C1)F (4-(2-chloro-4-fluorophenoxy)-1,3-dimethyl-1H-pyrazole), C([O-])([O-])=O.[Na+].[Na+] (sodium carbonate). Solvent: ClCCl (dichloromethane), ClCCl (dichloromethane), ClCCl (dichloromethane). Run at temperature -25 celsius. Product: BrC1=C(C(=NN1C)C)OC1=C(C=C(C=C1)F)Cl (5-bromo-4-(2-chloro-4-fluorophenoxy)-1,3-dimethyl-1H-pyrazole). Reaction SMILES: [Cl:1][C:2]1[CH:7]=[C:6]([F:8])[CH:5]=[CH:4][C:3]=1[O:9][C:10]1[C:11]([CH3:16])=[N:12][N:13]([CH3:15])[CH:14]=1.C(=O)([O-])[O-].[Na+].[Na+].[Br:23]Br>ClCCl>[Br:23][C:14]1[N:13]([CH3:15])[N:12]=[C:11]([CH3:16])[C:10]=1[O:9][C:3]1[CH:4]=[CH:5][C:6]([F:8])=[CH:7][C:2]=1[Cl:1] |f:1.2.3|. Procedure: To a mixture of 4-(2-chloro-4-fluorophenyoxy)-1,3-dimethyl-1H-pyrazole (i.e. the product of Step B) (680 mg, 2.82 mmol) and sodium carbonate (389 mg, 3.67 mmol) in dichloromethane (12 mL) at −40° C. was added a solution of bromine (474 mg, 2.96 mmol) in dichloromethane (1 mL). After the addition was complete, the reaction mixture temperature was maintained at about −30 to −20° C. for 5 h. The reaction mixture was diluted with dichloromethane (50 mL) and washed with water (2×10 mL), aqueous sodiu... The reactants are CC(=O)[O-], CO, Cl, NO, [Na+], O, O, O, O=C(CC(NC(=O)C(F)(F)F)C(=O)O)c1ccc2oc3ccccc3c2c1. The product is O=C(O)C(CC(=NO)c1ccc2oc3ccccc3c2c1)NC(=O)C(F)(F)F. Reaction SMILES: [C:31]([O-:32])(=[O:33])[CH3:34].[CH3:39][OH:40].[ClH:36].[NH2:37][OH:38].[Na+:35].[OH2:28].[OH2:29].[OH2:30].[cH:1]1[c:2]([C:14]([CH2:15][CH:16]([C:17](=[O:18])[OH:19])[NH:20][C:21]([C:22]([F:23])([F:24])[F:25])=[O:26])=[O:27])[cH:3][cH:4][c:5]2[o:6][c:7]3[c:8]([c:9]12)[cH:10][cH:11][cH:12][cH:13]3>>[cH:1]1[c:2]([C:14]([CH2:15][CH:16]([C:17](=[O:18])[OH:19])[NH:20][C:21]([C:22]([F:23])([F:24])[F:25])=[O:26])=[N:37][OH:28])[cH:3][cH:4][c:5]2[o:6][c:7]3[c:8]([c:9]12)[cH:10][cH:11][cH:12][cH:13]3. The reactants are O=C(NCCN1CCC(O)(Cc2ccccc2)CC1)Nc1ccnc(C=Cc2ccccc2)c1, CO. Product: O=C(NCCN1CCC(O)(Cc2ccccc2)CC1)Nc1ccnc(CCc2ccccc2)c1. Reaction SMILES: [CH2:1]([c:2]1[cH:3][cH:4][cH:5][cH:6][cH:7]1)[C:8]1([OH:34])[CH2:9][CH2:10][N:11]([CH2:14][CH2:15][NH:16][C:17](=[O:18])[NH:19][c:20]2[cH:21][c:22]([CH:26]=[CH:27][c:28]3[cH:29][cH:30][cH:31][cH:32][cH:33]3)[n:23][cH:24][cH:25]2)[CH2:12][CH2:13]1.[CH3:35][OH:36]>>[CH2:1]([c:2]1[cH:3][cH:4][cH:5][cH:6][cH:7]1)[C:8]1([OH:34])[CH2:9][CH2:10][N:11]([CH2:14][CH2:15][NH:16][C:17](=[O:18])[NH:19][c:20]2[cH:21][c:22]([CH2:26][CH2:27][c:28]3[cH:29][cH:30][cH:31][cH:32][cH:33]3)[n:23][cH:24][cH:25]2)[CH2:12][CH2:13]1. Reactants: OC(CCC(=O)OC)C(C1=CC=CC=C1)=O (methyl 4-hydroxy-5-oxo-5-phenylpentanoate), N1=CC=CC=C1 (pyridine), O1CCCC1 (tetrahydrofuran), C(OC1=CC=CC=C1)(=O)Cl (phenyl chlorocarbonate). Run in O (Water). Run at time 2 hour. Yields the product O=C1OC(C(=N1)C1=CC=CC=C1)CCC(=O)OC (methyl 3-(2-oxo-4-phenyloxazolin-5-yl)propionate), crystals. Isolated yield 71.0%. As a reaction SMILES: [OH:1][CH:2]([C:9](=O)[C:10]1[CH:15]=[CH:14][CH:13]=[CH:12][CH:11]=1)[CH2:3][CH2:4][C:5]([O:7][CH3:8])=[O:6].[N:17]1[CH:22]=CC=CC=1.[O:23]1CCCC1.C(Cl)(=O)OC1C=CC=CC=1>O>[O:23]=[C:22]1[N:17]=[C:9]([C:10]2[CH:15]=[CH:14][CH:13]=[CH:12][CH:11]=2)[CH:2]([CH2:3][CH2:4][C:5]([O:7][CH3:8])=[O:6])[O:1]1. Reported procedure: To a mixture of methyl 4-hydroxy-5-oxo-5-phenylpentanoate (4.50 g), pyridine (1.80 ml) and tetrahydrofuran (30 ml) was slowly added phenyl chlorocarbonate (2.80 ml) at 0° C. and the mixture was stirred at room temperature for 2 hrs. Water was poured into the reaction mixture and the mixture was extracted with ethyl acetate. The organic layer was washed successively with water and saturated brine, dried over anhydrous magnesium sulfate and concentrated. The obtained residue was dissolved in aceti...